This data is from the Open Reaction Database (ORD), a public repository of structured organic reaction records. The task is: describe an organic reaction: reactants, conditions, products, and yield Reactants: BrC1=CC=C(C=C1)C (4-bromotoluene), BrN1C(CCC1=O)=O (N-bromosuccinimide), 2,2'-azobis(isobutylonitrile). Solvent: C(Cl)(Cl)(Cl)Cl (carbon tetrachloride). Product: BrC1=CC=C(CBr)C=C1 (4-bromobenzyl bromide). Yield: 59.3%. Reaction SMILES: [Br:1][C:2]1[CH:7]=[CH:6][C:5]([CH3:8])=[CH:4][CH:3]=1.[Br:9]N1C(=O)CCC1=O>C(Cl)(Cl)(Cl)Cl>[Br:1][C:2]1[CH:7]=[CH:6][C:5]([CH2:8][Br:9])=[CH:4][CH:3]=1. Procedure: To a suspension of 4-bromotoluene (60 g) and N-bromosuccinimide (69 g) in carbon tetrachloride (300 ml) was added 2,2'-azobis(isobutylonitrile) (0.1 g). The resulting mixture was heated under reflux for 2 hours. After the reaction mixture was cooled, succinimide so precipitated was removed by filtration, and the filtrate was washed with saturated aqueous sodium hydrogencarbonate. The organic layer was dried over anhydrous magnesium sulfate, followed by removal through distillation. The oily subs... Starting materials: C(C)(C)(C)OC(NC1=C(C=C(C(=C1)N(C)C)C(F)(F)F)NC(CC(=O)C1=CC(=CC=C1)C=1N=NC(=CC1)OC)=O)=O ((5-dimethylamino-2-{3-[3-(6-methoxy-pyridazin-3-yl)-phenyl]-3-oxo-propionylamino}-4-trifluoromethyl-phenyl)-carbamic acid tert-butyl ester), C(=O)(C(F)(F)F)O (TFA). Solvent: C(Cl)Cl (CH2Cl2). The product is CN(C1=CC2=C(NC(CC(=N2)C2=CC(=CC=C2)C=2N=NC(=CC2)OC)=O)C=C1C(F)(F)F)C (7-Dimethylamino-4-[3-(6-methoxy-pyridazin-3-yl)-phenyl]-8-trifluoromethyl-1,3-dihydro-benzo[b][1,4]diazepin-2-one), solid. As a reaction SMILES: C(OC(=O)[NH:7][C:8]1[CH:13]=[C:12]([N:14]([CH3:16])[CH3:15])[C:11]([C:17]([F:20])([F:19])[F:18])=[CH:10][C:9]=1[NH:21][C:22](=[O:40])[CH2:23][C:24]([C:26]1[CH:31]=[CH:30][CH:29]=[C:28]([C:32]2[N:33]=[N:34][C:35]([O:38][CH3:39])=[CH:36][CH:37]=2)[CH:27]=1)=O)(C)(C)C.C(O)(C(F)(F)F)=O>C(Cl)Cl>[CH3:16][N:14]([CH3:15])[C:12]1[C:11]([C:17]([F:18])([F:19])[F:20])=[CH:10][C:9]2[NH:21][C:22](=[O:40])[CH2:23][C:24]([C:26]3[CH:31]=[CH:30][CH:29]=[C:28]([C:32]4[N:33]=[N:34][C:35]([O:38][CH3:39])=[CH:36][CH:37]=4)[CH:27]=3)=[N:7][C:8]=2[CH:13]=1. Procedure: The title compound was prepared from (5-dimethylamino-2-{3-[3-(6-methoxy-pyridazin-3-yl)-phenyl]-3-oxo-propionylamino}-4-trifluoromethyl-phenyl)-carbamic acid tert-butyl ester (Example M36) (282 mg, 0.49 mmol) by treatment with TFA in CH2Cl2 according to the general procedure N. Obtained as an off-white solid (214 mg). Starting materials: CI (methyl iodide), [H-].[Na+] (sodium hydride), O1CCCC1 (tetrahydrofuran), BrC1=CC=C(C=C1)[C@@H]1CC[C@H](CC1)\C=C\CO (1-bromo-4-[trans-4-[(E)-3-hydroxypropenyl]cyclohexyl]benzene). Run in O (water). Run at time 2 hour. Yields the product BrC1=CC=C(C=C1)[C@@H]1CC[C@H](CC1)\C=C\COC (1-bromo-4-[trans-4-[(E)-3-methoxypropenyl]cyclohexyl]benzene). RXN SMILES: [H-].[Na+].O1CCC[CH2:4]1.[Br:8][C:9]1[CH:14]=[CH:13][C:12]([C@H:15]2[CH2:20][CH2:19][C@H:18](/[CH:21]=[CH:22]/[CH2:23][OH:24])[CH2:17][CH2:16]2)=[CH:11][CH:10]=1.CI>O>[Br:8][C:9]1[CH:10]=[CH:11][C:12]([C@H:15]2[CH2:16][CH2:17][C@H:18](/[CH:21]=[CH:22]/[CH2:23][O:24][CH3:4])[CH2:19][CH2:20]2)=[CH:13][CH:14]=1 |f:0.1|. Procedure: A mixture of 0.5 g of sodium hydride and 50 ml of tetrahydrofuran was treated with 2.6 g of 1-bromo-4-[trans-4-[(E)-3-hydroxypropenyl]cyclohexyl]benzene while gassing with nitrogen, stirred for 2 hours, treated with 1.6 g of methyl iodide and subsequently stirred at room temperature overnight. The reaction mixture was treated with 500 ml of water and extracted four times with 50 ml of hexane each time, the combined organic phases were washed twice with 500 ml of water each time, dried over magne...